From a dataset of the Open Reaction Database (ORD), a public repository of structured organic reaction records. describe an organic reaction: reactants, conditions, products, and yield Starting materials: N#CCCCBr, O=C([O-])[O-], O=C(NCCCCc1ccc(O)cc1)OCc1ccccc1, [K+], [K+], CN(C)C=O. Product: N#CCCCOc1ccc(CCCCNC(=O)OCc2ccccc2)cc1. RXN SMILES: [Br:23][CH2:24][CH2:25][CH2:26][C:27]#[N:28].[C:29](=[O:30])([O-:31])[O-:32].[CH2:1]([c:2]1[cH:3][cH:4][cH:5][cH:6][cH:7]1)[O:8][C:9]([NH:10][CH2:11][CH2:12][CH2:13][CH2:14][c:15]1[cH:16][cH:17][c:18]([OH:21])[cH:19][cH:20]1)=[O:22].[K+:33].[K+:34].[O:35]=[CH:36][N:37]([CH3:38])[CH3:39]>>[CH2:1]([c:2]1[cH:3][cH:4][cH:5][cH:6][cH:7]1)[O:8][C:9]([NH:10][CH2:11][CH2:12][CH2:13][CH2:14][c:15]1[cH:16][cH:17][c:18]([O:21][CH2:24][CH2:25][CH2:26][C:27]#[N:28])[cH:19][cH:20]1)=[O:22]. The reactants are O1C(=CC=C1)C=O (2-furaldehyde), solution, BrC=1C=C(C=CC1CC)C1=CC=C(C=C1)Cl (3-bromo-4′-chloro-4-ethylbiphenyl), [Mg] (magnesium), II (iodine), BrC=1C=C(C=CC1CC)C1=CC=C(C=C1)Cl (3-bromo-4′-chloro-4-ethylbiphenyl), [Mg] (magnesium). Solvent: O1CCCC1 (tetrahydrofuran), O1CCCC1 (tetrahydrofuran). Run at time 30 minute. Product: ClC1=CC=C(C=2C=CC(=C(C2)C(O)C=2OC=CC2)CC)C=C1 ((4′-chloro-4-ethylbiphen-3-yl)furan-2-ylmethanol). RXN SMILES: Br[C:2]1[CH:3]=[C:4]([C:10]2[CH:15]=[CH:14][C:13]([Cl:16])=[CH:12][CH:11]=2)[CH:5]=[CH:6][C:7]=1[CH2:8][CH3:9].[Mg].II.[O:20]1[CH:24]=[CH:23][CH:22]=[C:21]1[CH:25]=[O:26]>O1CCCC1>[Cl:16][C:13]1[CH:14]=[CH:15][C:10]([C:4]2[CH:5]=[CH:6][C:7]([CH2:8][CH3:9])=[C:2]([CH:25]([C:21]3[O:20][CH:24]=[CH:23][CH:22]=3)[OH:26])[CH:3]=2)=[CH:11][CH:12]=1. Procedure details: Approximately 10 ml of a solution of 3-bromo-4′-chloro-4-ethylbiphenyl (40.0 g, 135.3 mmol) in tetrahydrofuran (200 ml) is added to magnesium turnings in a dry flask, followed by a crystal of iodine. The mixture is allowed to stand without stirring for 30 minutes, then stirred once and warmed until the orange coloured mixture becomes colourless. The remainder of the 3-bromo-4′-chloro-4-ethylbiphenyl solution is added dropwise over 30 minutes with external heating applied as necessary to maintain... The reactants are C1(=CC=CC=C1)P(C1=CC=CC=C1)C1=CC=CC=C1 (triphenyl phosphine), OC[C@@H](C)N(C(OCC1=CC=CC=C1)=O)C[C@@H](C)O (benzyl (R)-1-hydroxypropan-2-yl((R)-2-hydroxypropyl)carbamate), N(=NC(=O)OCC)C(=O)OCC (diethyl azodicarboxylate). Solvent: C1CCOC1 (THF). Run at temperature 0 celsius. Product: C[C@@H]1CN([C@@H](CO1)C)C(=O)OCC1=CC=CC=C1 ((2R,5R)-benzyl 2,5-dimethylmorpholine-4-carboxylate). RXN SMILES: O[CH2:2][C@H:3]([N:5]([CH2:16][C@H:17]([OH:19])[CH3:18])[C:6](=[O:15])[O:7][CH2:8][C:9]1[CH:14]=[CH:13][CH:12]=[CH:11][CH:10]=1)[CH3:4].C1(P(C2C=CC=CC=2)C2C=CC=CC=2)C=CC=CC=1.N(C(OCC)=O)=NC(OCC)=O>C1COCC1>[CH3:18][C@H:17]1[O:19][CH2:2][C@@H:3]([CH3:4])[N:5]([C:6]([O:7][CH2:8][C:9]2[CH:10]=[CH:11][CH:12]=[CH:13][CH:14]=2)=[O:15])[CH2:16]1. Procedure details: To a mixture of benzyl (R)-1-hydroxypropan-2-yl((R)-2-hydroxypropyl)carbamate (15.5 g, 58 mmol) in 150 mL THF stirred at 0° C. was added triphenyl phosphine (15 mL, 64 mmol) and stirred for 30 min. The mixture was further treated with diethyl azodicarboxylate (10 mL, 64 mmol) dropwise. The mixture was stirred at 0° C.—RT over 15 h. The mixture was concentrated in vacuo, then was treated with 4:1 hexane/ether 300 mL to precipitate the triphenylphosine oxide. The mixture was filtrated and washed w... Starting materials: C1OC=2C=C(OCCCCCCCBr)C=CC2O1 (7-(3,4-methylenedioxyphenoxy)heptyl bromide), [I-].[Na+] (sodium iodide). The solvent is CC(=O)C (acetone). The product is C1OC=2C=C(OCCCCCCCI)C=CC2O1 (7-(3,4-Methylenedioxyphenoxy)heptyl iodide). Reaction SMILES: [CH2:1]1[O:18][C:17]2[CH:16]=[CH:15][C:5]([O:6][CH2:7][CH2:8][CH2:9][CH2:10][CH2:11][CH2:12][CH2:13]Br)=[CH:4][C:3]=2[O:2]1.[I-:19].[Na+]>CC(C)=O>[CH2:1]1[O:18][C:17]2[CH:16]=[CH:15][C:5]([O:6][CH2:7][CH2:8][CH2:9][CH2:10][CH2:11][CH2:12][CH2:13][I:19])=[CH:4][C:3]=2[O:2]1 |f:1.2|. Procedure: A mixture of 43.5 g. of 7-(3,4-methylenedioxyphenoxy)heptyl bromide, 20.7 g. of sodium iodide and 300 ml. of acetone was heated at reflux for 2 hours. The reaction mixture was filtered, the filtrate evaporated in vacuo, and the residue partitioned between water and methylene dichloride. The methylene dichloride layer was separated, washed with water, dried over anhydrous magnesium sulfate and concentrated. The residue comprising 7-(3,4-methylenedioxyphenoxy)heptyl iodide was used without further... Starting materials: C[Si](C)(C)[N-][Si](C)(C)C.[K+] (KHMDS), ClC1=CC=C(CN2C(=C(C3=CC(=CC=C23)OCC2=NC3=CC=CC=C3C=C2)SC(C)(C)C)CC(C(=O)OC)(C)C)C=C1 (methyl 3-[N-(p-chlorobenzyl)-3-(t-butylthio)-5-(quinolin-2-yl methoxy) indol-2-yl]-2,2-dimethylpropanoate), C[Si](N[Si](C)(C)C)(C)C.[K] (potassium hexamethyldisilazane), NH4OAc, IC (iodomethane). Solvent: C1(=CC=CC=C1)C (toluene), C1CCOC1 (THF), C1(=CC=CC=C1)C (toluene). Reaction conditions: temperature -78 celsius, time 5 minute. Product: ClC1=CC=C(CN2C(=C(C3=CC(=CC=C23)OC(C)C2=NC3=CC=CC=C3C=C2)SC(C)(C)C)CC(C(=O)OC)(C)C)C=C1 ((±) Methyl 3-[N-(p-chlorobenzyl)-3-(t-butylthio)-5-[1-(quinolin-2-yl)ethoxy]indol-2-yl]-2,2-dimethylpropanoate). RXN SMILES: [Cl:1][C:2]1[CH:42]=[CH:41][C:5]([CH2:6][N:7]2[C:15]3[C:10](=[CH:11][C:12]([O:16][CH2:17][C:18]4[CH:27]=[CH:26][C:25]5[C:20](=[CH:21][CH:22]=[CH:23][CH:24]=5)[N:19]=4)=[CH:13][CH:14]=3)[C:9]([S:28][C:29]([CH3:32])([CH3:31])[CH3:30])=[C:8]2[CH2:33][C:34]([CH3:40])([CH3:39])[C:35]([O:37][CH3:38])=[O:36])=[CH:4][CH:3]=1.[CH3:43][Si](C)(C)N[Si](C)(C)C.[K].IC.C[Si]([N-][Si](C)(C)C)(C)C.[K+]>C1COCC1.C1(C)C=CC=CC=1>[Cl:1][C:2]1[CH:3]=[CH:4][C:5]([CH2:6][N:7]2[C:15]3[C:10](=[CH:11][C:12]([O:16][CH:17]([C:18]4[CH:27]=[CH:26][C:25]5[C:20](=[CH:21][CH:22]=[CH:23][CH:24]=5)[N:19]=4)[CH3:43])=[CH:13][CH:14]=3)[C:9]([S:28][C:29]([CH3:31])([CH3:30])[CH3:32])=[C:8]2[CH2:33][C:34]([CH3:40])([CH3:39])[C:35]([O:37][CH3:38])=[O:36])=[CH:41][CH:42]=1 |f:1.2,4.5,^1:51|. Procedure details: To a solution of methyl 3-[N-(p-chlorobenzyl)-3-(t-butylthio)-5-(quinolin-2-yl methoxy) indol-2-yl]-2,2-dimethylpropanoate (420 mg) (EP 419,049, Ex. 1, Step D) in THF (10 mL) at -78° C. was added 0.6M potassium hexamethyldisilazane in toluene (1.75 mL) and stirred at -78° C. for 5 min. Then iodomethane (87 ml) was added followed 15 min later by more 0.6M KHMDS in toluene (1.75 mL). The mixture was finally stirred at -78° C. for 30 min. The reaction mixture was poured into 25% NH4OAc (100 mL), ex...